Task: describe an organic reaction: reactants, conditions, products, and yield. Dataset: the Open Reaction Database (ORD), a public repository of structured organic reaction records The reactants are C1(=CC=CC=C1)CC(=O)N[C@@H](C)C(=O)O (N-(phenylacetyl)-L-alanine), solid, Cl.COC([C@@H](N)C)=O (L-alanine methyl ester hydrochloride). The solvent is EtOAc hexanes. Product: COC([C@@H](NC([C@@H](NC(CC1=CC=CC=C1)=O)C)=O)C)=O (N-[N-(Phenylacetyl)-L-alaninyl]-L-alanine Methyl Ester). Reaction SMILES: [C:1]1([CH2:7][C:8]([NH:10][C@H:11]([C:13]([OH:15])=O)[CH3:12])=[O:9])[CH:6]=[CH:5][CH:4]=[CH:3][CH:2]=1.Cl.[CH3:17][O:18][C:19](=[O:23])[C@H:20]([CH3:22])[NH2:21]>>[CH3:17][O:18][C:19](=[O:23])[C@H:20]([CH3:22])[NH:21][C:13](=[O:15])[C@H:11]([CH3:12])[NH:10][C:8](=[O:9])[CH2:7][C:1]1[CH:2]=[CH:3][CH:4]=[CH:5][CH:6]=1 |f:1.2|. Procedure details: Following General Procedure A and using N-(phenylacetyl)-L-alanine (from Example B1 above) and L-alanine methyl ester hydrochloride (Aldrich), the title compound was prepared as a solid (mp=140.5-142° C.). The reaction was monitored by tlc (Rf=0.17 in 50% EtOAc/hexanes). Starting materials: C1CCOC1, CCCCN1C(=O)C(Nc2ccc3c(c2)CCNC3)=C(c2ccccc2)S1(=O)=O, CC(=O)Cl, CCOC(C)=O. The product is CCCCN1C(=O)C(Nc2ccc3c(c2)CCN(C(C)=O)C3)=C(c2ccccc2)S1(=O)=O. As a reaction SMILES: [CH2:40]1[O:41][CH2:42][CH2:43][CH2:44]1.[CH2:5]([CH2:6][CH2:7][CH3:8])[N:9]1[S:10](=[O:32])(=[O:33])[C:11]([c:26]2[cH:27][cH:28][cH:29][cH:30][cH:31]2)=[C:12]([NH:15][c:16]2[cH:17][c:18]3[c:23]([cH:24][cH:25]2)[CH2:22][NH:21][CH2:20][CH2:19]3)[C:13]1=[O:14].[CH3:1][C:2]([Cl:3])=[O:4].[CH3:34][CH2:35][O:36][C:37]([CH3:38])=[O:39]>>[CH3:1][C:2](=[O:4])[N:21]1[CH2:20][CH2:19][c:18]2[cH:17][c:16]([NH:15][C:12]3=[C:11]([c:26]4[cH:27][cH:28][cH:29][cH:30][cH:31]4)[S:10](=[O:32])(=[O:33])[N:9]([CH2:5][CH2:6][CH2:7][CH3:8])[C:13]3=[O:14])[cH:25][cH:24][c:23]2[CH2:22]1.